This data is from the Open Reaction Database (ORD), a public repository of structured organic reaction records. The task is: describe an organic reaction: reactants, conditions, products, and yield Reactants: FC1=CC=C(C=C1)C1=NNC(=N1)C1=CC=C(C=C1)F (3,5-bis-(4-fluoro-phenyl)-1H-(1,2,4)triazole), C(=O)([O-])[O-].[K+].[K+] (K2CO3), COC(CBr)=O (2-bromoacetic acid methyl ester). The solvent is CC(=O)C (acetone). Run at time 24 hour. Product: COC(CN1N=C(N=C1C1=CC=C(C=C1)F)C1=CC=C(C=C1)F)=O ((3,5-bis-(4-Fluoro-phenyl)-(1,2,4)triazol-1-yl)-acetic acid methyl ester). Yield: 91.1%. As a reaction SMILES: [F:1][C:2]1[CH:7]=[CH:6][C:5]([C:8]2[N:12]=[C:11]([C:13]3[CH:18]=[CH:17][C:16]([F:19])=[CH:15][CH:14]=3)[NH:10][N:9]=2)=[CH:4][CH:3]=1.C([O-])([O-])=O.[K+].[K+].[CH3:26][O:27][C:28](=[O:31])[CH2:29]Br>CC(C)=O>[CH3:26][O:27][C:28](=[O:31])[CH2:29][N:9]1[C:8]([C:5]2[CH:4]=[CH:3][C:2]([F:1])=[CH:7][CH:6]=2)=[N:12][C:11]([C:13]2[CH:18]=[CH:17][C:16]([F:19])=[CH:15][CH:14]=2)=[N:10]1 |f:1.2.3|. Reported procedure: 26.5 g 3,5-bis-(4-fluoro-phenyl)-1H-(1,2,4)triazole, 62.6 g K2CO3 and 15.7 g 2-bromoacetic acid methyl ester were mixed in 1 L acetone and stirred for 24 h under reflux. K2CO3 was filtered and the solvent was removed to yield 30.8 g of the desired product. Starting materials: CC1=CC(=NC=C1)C#N (4-methylpyridine-2-carbonitrile), C(C)(C)[N-]C(C)C.[Li+] (lithium diisopropylamide), O (Water), C(C=C)Br (Allyl bromide). Run in O1CCCC1 (tetrahydrofuran), CCCCCCC.C1CCOC1.C(C)C1=CC=CC=C1 (heptane THF ethylbenzene). Run at temperature -78 celsius, time 2 hour. Yields the product C(CC=C)C1=CC(=NC=C1)C#N (4-But-3-enyl-pyridine-2-carbonitrile). Isolated yield 12.0%. RXN SMILES: [CH3:1][C:2]1[CH:7]=[CH:6][N:5]=[C:4]([C:8]#[N:9])[CH:3]=1.[CH:10]([N-]C(C)C)([CH3:12])[CH3:11].[Li+].C(Br)C=C.O>O1CCCC1.CCCCCCC.C1COCC1.C(C1C=CC=CC=1)C>[CH2:1]([C:2]1[CH:7]=[CH:6][N:5]=[C:4]([C:8]#[N:9])[CH:3]=1)[CH2:12][CH:10]=[CH2:11] |f:1.2,6.7.8|. Reported procedure: To a solution of 4-methylpyridine-2-carbonitrile (2.0 g) in THF (60 mL) was added 2.0 M LDA in heptane/THF/ethylbenzene (10.2 mL) at −78° C. The mixture was stirred at −78° C. for 2 hr. Allyl bromide (2.4 g) was added to the mixture at −78° C. The reaction mixture was stirred at −78° C. for 2.5 hr and at RT for 12 hr. Water was added to the reaction mixture and the mixture was extracted with ethyl acetate. The organic layer was dried over Na2SO4. The solvent was removed under reduced pressure. T... Starting materials: C1COCCO1, CO, COc1nc2c(N)nc(OCC3CCCCC3)nc2n1CC1CCOCC1, Cl, [Na+], [OH-], O. The product is Nc1nc(OCC2CCCCC2)nc2c1[nH]c(=O)n2CC1CCOCC1. As a reaction SMILES: [CH2:33]1[O:34][CH2:35][CH2:36][O:37][CH2:38]1.[CH3:31][OH:32].[CH:1]1([CH2:7][O:8][c:9]2[n:10][c:11]([NH2:27])[c:12]3[n:13][c:14]([O:25][CH3:26])[n:15]([CH2:18][CH:19]4[CH2:20][CH2:21][O:22][CH2:23][CH2:24]4)[c:16]3[n:17]2)[CH2:2][CH2:3][CH2:4][CH2:5][CH2:6]1.[ClH:28].[Na+:30].[OH-:29].[OH2:39]>>[CH:1]1([CH2:7][O:8][c:9]2[n:10][c:11]([NH2:27])[c:12]3[nH:13][c:14](=[O:25])[n:15]([CH2:18][CH:19]4[CH2:20][CH2:21][O:22][CH2:23][CH2:24]4)[c:16]3[n:17]2)[CH2:2][CH2:3][CH2:4][CH2:5][CH2:6]1. Starting materials: CC(C)(C)[Si](C)(C)OCCCBr, C#CCCCO, [H-], [Na+], O. Product: C#CCCCOCCCO[Si](C)(C)C(C)(C)C. As a reaction SMILES: [Br:9][CH2:10][CH2:11][CH2:12][O:13][Si:14]([CH3:15])([CH3:16])[C:17]([CH3:18])([CH3:19])[CH3:20].[CH2:1]([CH2:2][CH2:3][C:4]#[CH:5])[OH:6].[H-:7].[Na+:8].[OH2:21]>>[CH2:1]([CH2:2][CH2:3][C:4]#[CH:5])[O:6][CH2:10][CH2:11][CH2:12][O:13][Si:14]([CH3:15])([CH3:16])[C:17]([CH3:18])([CH3:19])[CH3:20]. The reactants are Compound 13, ClC1=CC=C(C2=CC=C(C=C2C2=NC3=CC=C(C=C3C=C2)C2=NC3=C(N2C2CCCCC2)C=CC(=C3)C(=O)O)C(=O)N3CCCC3)C=C1 (2-{2-[4′-Chloro-4-(pyrrolidine-1-carbonyl)-biphen-2-yl]-quinolin-6-yl}-1-cyclohexyl-1H-benzoimidazole-5-carboxylic acid), C(C)(=O)C1=CC=CC=C1 (acetophenone), C(C)OC(C1=CC(=C(C=C1)NC1CCCCC1)NC(=O)C=1C=C2C=CC(=NC2=CC1)C1=CC(=CC=C1C1=CC=C(C=C1)Cl)C(=O)N1CCCC1)=O (3-({2-[4′-Chloro-4-(pyrrolidine-1-carbonyl)-biphen-2-yl]-quinoline-6-carbonyl}-amino)-4-cyclohexylamino-benzoic acid ethyl ester), Compound 27. Product: C1(CCCCC1)N1C(=NC2=C1C=CC(=C2)C(=O)O)C=2C=C1C=CC(=NC1=CC2)C2=CC(=CC=C2)C(=O)N2CCCC2 (1-Cyclohexyl-2-{2-[3-(pyrrolidine-1-carbonyl)-phenyl]-quinolin-6-yl}-1H-benzoimidazole-5-carboxylic acid). As a reaction SMILES: C(OC(=O)C1C=CC(NC2CCCCC2)=C(NC(C2C=C3C(=CC=2)N=C(C2C(C4C=CC(Cl)=CC=4)=CC=C(C(N4CCCC4)=O)C=2)C=C3)=O)C=1)C.ClC1C=CC([C:57]2[C:62]([C:63]3[CH:72]=[CH:71][C:70]4[C:65](=[CH:66][CH:67]=[C:68]([C:73]5[N:77]([CH:78]6[CH2:83][CH2:82][CH2:81][CH2:80][CH2:79]6)[C:76]6[CH:84]=[CH:85][C:86]([C:88]([OH:90])=[O:89])=[CH:87][C:75]=6[N:74]=5)[CH:69]=4)[N:64]=3)=[CH:61][C:60]([C:91]([N:93]3[CH2:97][CH2:96][CH2:95][CH2:94]3)=[O:92])=[CH:59][CH:58]=2)=CC=1.C(C1C=CC=CC=1)(=O)C>>[CH:78]1([N:77]2[C:76]3[CH:84]=[CH:85][C:86]([C:88]([OH:90])=[O:89])=[CH:87][C:75]=3[N:74]=[C:73]2[C:68]2[CH:69]=[C:70]3[C:65](=[CH:66][CH:67]=2)[N:64]=[C:63]([C:62]2[CH:57]=[CH:58][CH:59]=[C:60]([C:91]([N:93]4[CH2:97][CH2:96][CH2:95][CH2:94]4)=[O:92])[CH:61]=2)[CH:72]=[CH:71]3)[CH2:83][CH2:82][CH2:81][CH2:80][CH2:79]1. Procedure: The title compound was synthesized in four steps as described for Compound 13, Compound 25, Compound 27 Q=ethyl and Compound 204, respectively, except the product of the previous step was used in the first step, instead of acetophenone. Reactants: 1E, BrC1=C2C(C(N(C2=CC=C1)CCCCC)=O)C1=CC2=C(OCO2)C=C1O (4-bromo-3-(6-hydroxy-1,3-benzodioxol-5-yl)-1-pentyl-1,3-dihydro-2H-indol-2-one), FC1=CC(=C(C=C1F)C1C(N(C2=CC=CC=C12)CCCCC)=O)O (3-(4,5-difluoro-2-hydroxyphenyl)-1-pentyl-1,3-dihydro-2H-indol-2-one). Product: FC1=CC(=C(C=C1F)C1(C(N(C2=CC=CC=C12)CCCCC)=O)CO)O (3-(4,5-difluoro-2-hydroxyphenyl)-3-(hydroxymethyl)-1-pentyl-1,3-dihydro-2H-indol-2-one). As a reaction SMILES: BrC1C=CC=C2C=1C(C1C(O)=CC3OCOC=3C=1)[C:5](=[O:16])N2CCCCC.[F:27][C:28]1[C:33]([F:34])=[CH:32][C:31]([CH:35]2[C:43]3[C:38](=[CH:39][CH:40]=[CH:41][CH:42]=3)[N:37]([CH2:44][CH2:45][CH2:46][CH2:47][CH3:48])[C:36]2=[O:49])=[C:30]([OH:50])[CH:29]=1>>[F:27][C:28]1[C:33]([F:34])=[CH:32][C:31]([C:35]2([CH2:5][OH:16])[C:43]3[C:38](=[CH:39][CH:40]=[CH:41][CH:42]=3)[N:37]([CH2:44][CH2:45][CH2:46][CH2:47][CH3:48])[C:36]2=[O:49])=[C:30]([OH:50])[CH:29]=1. Reported procedure: Following the procedure as described in PREPARATION 1E, and making non-critical variations to replace 4-bromo-3-(6-hydroxy-1,3-benzodioxol-5-yl)-1-pentyl-1,3-dihydro-2H-indol-2-one with 3-(4,5-difluoro-2-hydroxyphenyl)-1-pentyl-1,3-dihydro-2H-indol-2-one, the title compound was obtained (96%): MS (ES+) m/z 344 (M−17), 384 (M+23). Starting materials: C(CCCCCCCCCCCCC)(=O)O (myristic acid), CN(CCO)C (2-dimethylaminoethanol). The reagents and catalysts are C1(=CC=C(C=C1)S(=O)(=O)O)C (p-toluenesulfonic acid). The solvent is C1(=CC=CC=C1)C (toluene). Yields the product C(CCCCCCCCCCCCC)(=O)OCCN(C)C (2-(N,N-Dimethylamino)ethyl myristate). The yield is 62.6%. As a reaction SMILES: [C:1]([OH:16])(=[O:15])[CH2:2][CH2:3][CH2:4][CH2:5][CH2:6][CH2:7][CH2:8][CH2:9][CH2:10][CH2:11][CH2:12][CH2:13][CH3:14].[CH3:17][N:18]([CH3:22])[CH2:19][CH2:20]O>C1(C)C=CC(S(O)(=O)=O)=CC=1.C1(C)C=CC=CC=1>[C:1]([O:16][CH2:20][CH2:19][N:18]([CH3:22])[CH3:17])(=[O:15])[CH2:2][CH2:3][CH2:4][CH2:5][CH2:6][CH2:7][CH2:8][CH2:9][CH2:10][CH2:11][CH2:12][CH2:13][CH3:14]. Reported procedure: A solution of 91.35 g (0.40 mol) of myristic acid, 35.7 g (0.40 mol) of 2-dimethylaminoethanol, 0.5 g of p-toluenesulfonic acid and a suitable volume of toluene was heated at reflux for approximately 48 hours in a 1-neck 3 liter flask equipped with Dean-Stark trap and condenser. At the end of this time, 7.0 ml of water had collected in the trap. The solution was cooled, stirred with K2CO3, filtered and concentrated. The residue was distilled to give 75.0 g of product; bp=145°-50° C/0.050 mm.